Dataset: the Open Reaction Database (ORD), a public repository of structured organic reaction records. Task: describe an organic reaction: reactants, conditions, products, and yield Reactants: O=C([O-])C(O)C(O)C(=O)[O-], COc1ccc2nccc(-n3cc4c(n3)CCC(NCCCc3ccccc3C)C4)c2n1, COc1ccc2nccc(-n3cc4c(n3)CCC(NC(=O)CCc3ccc(C)cc3)C4)c2n1, CC(C)C[AlH]CC(C)C, ClCCl, [K+], [Na+], O. Product: COc1ccc2nccc(-n3cc4c(n3)CCC(NCCCc3ccc(C)cc3)C4)c2n1. Reaction SMILES: [C:75]([CH:76]([CH:77]([C:78]([O-:79])=[O:80])[OH:81])[OH:82])([O-:83])=[O:84].[CH3:1][O:2][c:3]1[n:4][c:5]2[c:6]([cH:7][cH:8]1)[n:9][cH:10][cH:11][c:12]2-[n:13]1[cH:14][c:15]2[c:16]([n:32]1)[CH2:17][CH2:18][CH:19]([NH:20][CH2:21][CH2:22][CH2:23][c:24]1[cH:25][cH:26][cH:27][cH:28][c:29]1[CH3:30])[CH2:31]2.[CH3:33][O:34][c:35]1[n:36][c:37]2[c:38](-[n:45]3[n:46][c:47]4[c:52]([cH:53]3)[CH2:51][CH:50]([NH:54][C:55]([CH2:56][CH2:57][c:58]3[cH:59][cH:60][c:61]([CH3:64])[cH:62][cH:63]3)=[O:65])[CH2:49][CH2:48]4)[cH:39][cH:40][n:41][c:42]2[cH:43][cH:44]1.[CH3:66][CH:67]([CH2:68][AlH:69][CH2:70][CH:71]([CH3:72])[CH3:73])[CH3:74].[Cl:87][CH2:88][Cl:89].[K+:86].[Na+:85].[OH2:90]>>[CH3:33][O:34][c:35]1[n:36][c:37]2[c:38](-[n:45]3[n:46][c:47]4[c:52]([cH:53]3)[CH2:51][CH:50]([NH:54][CH2:55][CH2:56][CH2:57][c:58]3[cH:59][cH:60][c:61]([CH3:64])[cH:62][cH:63]3)[CH2:49][CH2:48]4)[cH:39][cH:40][n:41][c:42]2[cH:43][cH:44]1. The reactants are FC=1C(=C(C=CC1)N)C1=CC(CC(C1)(C)C)(C)C (3-fluoro-2-(3,3,5,5-tetramethylcyclohex-1-enyl)phenylamine), Cl.ClCCNCCCl (bis(2-chloroethyl)amine hydrochloride). Solvent: ClC1=C(C=CC=C1)Cl (1,2-dichlorobenzene). Run at temperature 200 celsius. The product is FC=1C(=C(C=CC1)N1CCNCC1)C1=CC(CC(C1)(C)C)(C)C (1-[3-Fluoro-2-(3,3,5,5-tetramethylcyclohex-1-enyl)phenyl]piperazine). Isolated yield 26.8%. As a reaction SMILES: [F:1][C:2]1[C:3]([C:9]2[CH2:14][C:13]([CH3:16])([CH3:15])[CH2:12][C:11]([CH3:18])([CH3:17])[CH:10]=2)=[C:4]([NH2:8])[CH:5]=[CH:6][CH:7]=1.Cl.Cl[CH2:21][CH2:22][NH:23][CH2:24][CH2:25]Cl>ClC1C=CC=CC=1Cl>[F:1][C:2]1[C:3]([C:9]2[CH2:14][C:13]([CH3:16])([CH3:15])[CH2:12][C:11]([CH3:18])([CH3:17])[CH:10]=2)=[C:4]([N:8]2[CH2:25][CH2:24][NH:23][CH2:22][CH2:21]2)[CH:5]=[CH:6][CH:7]=1 |f:1.2|. Procedure: To a solution of 3-fluoro-2-(3,3,5,5-tetramethylcyclohex-1-enyl)phenylamine (623 mg, 2.52 mmol) produced in Example (97c) in 1,2-dichlorobenzene (7 mL) was added bis(2-chloroethyl)amine hydrochloride (560 mg, 3.14 mmol), followed by reflux for 5 hours at an external temperature of 200° C. under a nitrogen atmosphere. During the reaction, a nitrogen stream was circulated into the reactor several times to remove the hydrogen chloride gas. After cooling the reaction mixture to room temperature, eth... Starting materials: COC=1C=C(CC2N(CCCC3=C2C=C(C(=C3)OC)OC)C(C(=O)O)C3=CC=CC=C3)C=CC1OC ([1-(3,4-dimethoxy-benzyl)-7,8-dimethoxy-1,3,4,5-tetrahydro-benzo[c]azepin-2-yl]-phenyl-acetic acid), NCCC(=O)N(C)C (3-amino-N,N-dimethyl-propionamide). Product: COC=1C=C(CC2N(CCCC3=C2C=C(C(=C3)OC)OC)C(C(=O)NCCC(=O)N(C)C)C3=CC=CC=C3)C=CC1OC (3-{2-[1-(3,4-Dimethoxy-benzyl)-7,8-dimethoxy-1,3,4,5-tetrahydro-benzo[c]azepin-2-yl]-2-phenyl-acetylamino}-N,N-dimethyl-propionamide). RXN SMILES: [CH3:1][O:2][C:3]1[CH:4]=[C:5]([CH:32]=[CH:33][C:34]=1[O:35][CH3:36])[CH2:6][CH:7]1[C:13]2[CH:14]=[C:15]([O:20][CH3:21])[C:16]([O:18][CH3:19])=[CH:17][C:12]=2[CH2:11][CH2:10][CH2:9][N:8]1[CH:22]([C:26]1[CH:31]=[CH:30][CH:29]=[CH:28][CH:27]=1)[C:23]([OH:25])=O.[NH2:37][CH2:38][CH2:39][C:40]([N:42]([CH3:44])[CH3:43])=[O:41]>>[CH3:1][O:2][C:3]1[CH:4]=[C:5]([CH:32]=[CH:33][C:34]=1[O:35][CH3:36])[CH2:6][CH:7]1[C:13]2[CH:14]=[C:15]([O:20][CH3:21])[C:16]([O:18][CH3:19])=[CH:17][C:12]=2[CH2:11][CH2:10][CH2:9][N:8]1[CH:22]([C:26]1[CH:27]=[CH:28][CH:29]=[CH:30][CH:31]=1)[C:23]([NH:37][CH2:38][CH2:39][C:40]([N:42]([CH3:44])[CH3:43])=[O:41])=[O:25]. Reported procedure: prepared by reaction of [1-(3,4-dimethoxy-benzyl)-7,8-dimethoxy-1,3,4,5-tetrahydro-benzo[c]azepin-2-yl]-phenyl-acetic acid with 3-amino-N,N-dimethyl-propionamide. Reactants: ClC1=C(C(=O)Cl)C=C(C=C1)[N+](=O)[O-] (2-chloro-5-nitrobenzoyl chloride), Cl (hydrochloric acid), BrC1=C(C=CC=C1)OC (2-bromoanisole), C(CCC)[Li] (butyllithium). Reagents/catalysts: [Cl-].[Zn+2].[Cl-] (zinc chloride), C=1C=CC(=CC1)[P](C=2C=CC=CC2)(C=3C=CC=CC3)[Pd]([P](C=4C=CC=CC4)(C=5C=CC=CC5)C=6C=CC=CC6)([P](C=7C=CC=CC7)(C=8C=CC=CC8)C=9C=CC=CC9)[P](C=1C=CC=CC1)(C=1C=CC=CC1)C=1C=CC=CC1 (tetrakis(triphenylphosphine)palladium(0)). Solvent: O1CCCC1 (tetrahydrofuran), O1CCCC1 (tetrahydrofuran), C(C)OCC (diethyl ether), O1CCCC1 (tetrahydrofuran). Run at temperature -70 celsius, time 1 hour. The product is ClC1=C(C(=O)C2=C(C=CC=C2)OC)C=C(C=C1)[N+](=O)[O-] (2-Chloro-2'-methoxy-5-nitrobenzophenone). RXN SMILES: Br[C:2]1[CH:7]=[CH:6][CH:5]=[CH:4][C:3]=1[O:8][CH3:9].C([Li])CCC.[Cl:15][C:16]1[CH:24]=[CH:23][C:22]([N+:25]([O-:27])=[O:26])=[CH:21][C:17]=1[C:18](Cl)=[O:19].Cl>C(OCC)C.O1CCCC1.[Cl-].[Zn+2].[Cl-].C1C=CC([P]([Pd]([P](C2C=CC=CC=2)(C2C=CC=CC=2)C2C=CC=CC=2)([P](C2C=CC=CC=2)(C2C=CC=CC=2)C2C=CC=CC=2)[P](C2C=CC=CC=2)(C2C=CC=CC=2)C2C=CC=CC=2)(C2C=CC=CC=2)C2C=CC=CC=2)=CC=1>[Cl:15][C:16]1[CH:24]=[CH:23][C:22]([N+:25]([O-:27])=[O:26])=[CH:21][C:17]=1[C:18]([C:2]1[CH:7]=[CH:6][CH:5]=[CH:4][C:3]=1[O:8][CH3:9])=[O:19] |f:6.7.8,^1:45,47,66,85|. Procedure details: A solution of 2-bromoanisole (27.9 g, 145 mmol) in diethyl ether is cooled to -70° C., treated with butyllithium (64.0 mL, 160 mmol), stirred at -70° C. for one hour, treated with 0.5 M zinc chloride in tetrahydrofuran solution (320 mL, 160 mmol), stirred for one hour at -70° C., warmed to about 0° C., and concentrated in vacuo to obtain a yellow-green oil. A solution of the oil in tetrahydrofuran is treated sequentially with tetrakis(triphenylphosphine)palladium(0) (5.00 g, 4.35 mmol) and a sol... Conditions: temperature 130 celsius. The solvent is CC1=CC=C(C=C1)C. Yields the product C1CN(CCN1)C2=CN=CC=C2. Procedure details: In a 100 ml RBF, 3-bromopyridine (1.220 mL, 12.66 mmol) was taken in xylenes (20 mL). To this was added tris(dibenzylideneacetone)dipalladium(0) (0.232 g, 0.25 mmol), tri-t-butylphosphine (10%wt in Hexane) (1.281 g, 0.63 mmol) and sodium tert-butoxide (1.825 g, 18.99 mmol). Then piperazine (6.54 g, 75.95 mmol) was added to RM and the RM was then heated at 130 °C for 5 hrs.  The reaction was monitored by LCMS. It did not show formation of product. The RM was discarded. Starting materials: C1CNCCN1, C1=CC(=CN=C1)Br. The yield is 0.0%. The reagents and catalysts are CC(C)(C)[O-].[Na+], CC(C)(C)P(C(C)(C)C)C(C)(C)C, C1=CC=C(C=C1)/C=C/C(=O)/C=C/C2=CC=CC=C2.C1=CC=C(C=C1)/C=C/C(=O)/C=C/C2=CC=CC=C2.C1=CC=C(C=C1)/C=C/C(=O)/C=C/C2=CC=CC=C2.[Pd].[Pd].